Dataset: the Open Reaction Database (ORD), a public repository of structured organic reaction records. Task: describe an organic reaction: reactants, conditions, products, and yield Starting materials: C(C)(C)(C)OC(=O)N1CC(C(CC1)OC)CN=[N+]=[N-] (3-azidomethyl-4-methoxy-piperidine-1-carboxylic acid tert-butyl ester), [H][H] (hydrogen). The reagents and catalysts are [Pd] (palladium on carbon). Run in C(C)(=O)OCC (ethyl acetate). The product is C(C)(C)(C)OC(=O)N1CC(C(CC1)OC)CN (3-aminomethyl-4-methoxy-piperidine-1-carboxylic acid tert-butyl ester). RXN SMILES: [C:1]([O:5][C:6]([N:8]1[CH2:13][CH2:12][CH:11]([O:14][CH3:15])[CH:10]([CH2:16][N:17]=[N+]=[N-])[CH2:9]1)=[O:7])([CH3:4])([CH3:3])[CH3:2].[H][H]>C(OCC)(=O)C.[Pd]>[C:1]([O:5][C:6]([N:8]1[CH2:13][CH2:12][CH:11]([O:14][CH3:15])[CH:10]([CH2:16][NH2:17])[CH2:9]1)=[O:7])([CH3:4])([CH3:3])[CH3:2]. Procedure: To a stirred solution of 3-azidomethyl-4-methoxy-piperidine-1-carboxylic acid tert-butyl ester (0.74 mmol, 0.2 g) in ethyl acetate (5 mL) was added 10% palladium on carbon (0.1 g, wet), and the resultant reaction mixture was subjected to hydrogenation using a balloon full of hydrogen for 1 h. The catalyst was filtered through a pad of celite, washed the celite pad with methanol, and the combined filtrate was concentrated under reduced pressure to provide 3-aminomethyl-4-methoxy-piperidine-1-carb... The reactants are FC=1C=CC(=C(C1)C)[N+](=O)[O-] (5-fluoro-2-nitrotoluene), C([O-])([O-])=O.[K+].[K+] (potassium carbonate), N1CC(CC1)O (3-pyrrolidinol). Solvent: CN1C(CCC1)=O (N-methylpyrrolidinone). Reaction conditions: time 12 hour. Product: CC=1C=C(C=CC1[N+](=O)[O-])N1CC(CC1)O (1-(3-Methyl-4-nitro-phenyl)-pyrrolidin-3-ol). Isolated yield 100.0%. As a reaction SMILES: F[C:2]1[CH:3]=[CH:4][C:5]([N+:9]([O-:11])=[O:10])=[C:6]([CH3:8])[CH:7]=1.C(=O)([O-])[O-].[K+].[K+].[NH:18]1[CH2:22][CH2:21][CH:20]([OH:23])[CH2:19]1>CN1CCCC1=O>[CH3:8][C:6]1[CH:7]=[C:2]([N:18]2[CH2:22][CH2:21][CH:20]([OH:23])[CH2:19]2)[CH:3]=[CH:4][C:5]=1[N+:9]([O-:11])=[O:10] |f:1.2.3|. Procedure: In a three necked flask, 38.78 g of 5-fluoro-2-nitrotoluene (0.25 mol), 41.4 g of potassium carbonate (0.3 mol) and 200 ml of N-methylpyrrolidinone were mixed. 26.13 g of 3-pyrrolidinol (0.3 mol) were added to this mixture. The heterogeneous mixture was agitated at ambient temperature for 12 hours. The reacting mixture was then poured on ice water. A yellow powder was then obtained. The powder was then filtered off and rinsed with water. After drying under vacuum with P2O5, 55.56 g of a yellow s... Starting materials: NC1=NC(=NC=C1C(=O)C1=C(C(=CC=C1OC)F)C)S(=O)CC ((4-amino-2-ethanesulfinyl-pyrimidin-5-yl)-(3-fluoro-6-methoxy-2-methyl-phenyl)-methanone), FC(C(=O)O)(F)F.CS(=O)(=O)N1CCC(CC1)N (1-methanesulfonyl-piperidin-4-ylamine; compound with trifluoroacetic acid). Yields the product NC1=NC(=NC=C1C(=O)C1=C(C(=CC=C1OC)F)C)NC1CCN(CC1)S(=O)(=O)C ([4-amino-2-(1-methanesulfonyl-piperidin-4-ylamino)-pyrimidin-5-yl]-(3-fluoro-6-methoxy-2-methyl-phenyl)-methanone). RXN SMILES: [NH2:1][C:2]1[C:7]([C:8]([C:10]2[C:15]([O:16][CH3:17])=[CH:14][CH:13]=[C:12]([F:18])[C:11]=2[CH3:19])=[O:9])=[CH:6][N:5]=[C:4](S(CC)=O)[N:3]=1.FC(F)(F)C(O)=O.[CH3:31][S:32]([N:35]1[CH2:40][CH2:39][CH:38]([NH2:41])[CH2:37][CH2:36]1)(=[O:34])=[O:33]>>[NH2:1][C:2]1[C:7]([C:8]([C:10]2[C:15]([O:16][CH3:17])=[CH:14][CH:13]=[C:12]([F:18])[C:11]=2[CH3:19])=[O:9])=[CH:6][N:5]=[C:4]([NH:41][CH:38]2[CH2:39][CH2:40][N:35]([S:32]([CH3:31])(=[O:34])=[O:33])[CH2:36][CH2:37]2)[N:3]=1 |f:1.2|. Procedure: The same procedure as described in Example 326 was used, starting with (4-amino-2-ethanesulfinyl-pyrimidin-5-yl)-(3-fluoro-6-methoxy-2-methyl-phenyl)-methanone (Example 350) and 1-methanesulfonyl-piperidin-4-ylamine; compound with trifluoroacetic acid (Example 162) to give [4-amino-2-(1-methanesulfonyl-piperidin-4-ylamino)-pyrimidin-5-yl]-(3-fluoro-6-methoxy-2-methyl-phenyl)-methanone. MS (M+H)+, 438 Starting materials: ClC=1C(=C(C=O)C=C(C1)C(F)(F)F)F (3-chloro-2-fluoro-5-trifluoromethyl-benzaldehyde), S(=O)(=O)(O[O-])[O-].[K+].[K+] (potassium peroxomonosulfate), CN(C)C=O (DMF), Cl (HCl), [OH-].[Na+] (NaOH). The solvent is C(Cl)Cl (CH2Cl2). Reaction conditions: time 2.5 hour. Yields the product C1(CCCCC1)[NH2+]C1CCCCC1.ClC=1C(=C(C(=O)[O-])C=C(C1)C(F)(F)F)F (3-chloro-2-fluoro-5-trifluoromethyl-benzoate dicyclohexyl-ammonium). The yield is 86.7%. RXN SMILES: [Cl:1][C:2]1[C:3]([F:14])=[C:4]([CH:7]=[C:8]([C:10]([F:13])([F:12])[F:11])[CH:9]=1)[CH:5]=[O:6].S([O-])(O[O-])(=O)=[O:16].[K+].[K+].[OH-].[Na+].Cl.C[N:27]([CH:29]=O)C>C(Cl)Cl>[CH:29]1([NH2+:27][CH:2]2[CH2:9][CH2:8][CH2:7][CH2:4][CH2:3]2)[CH2:4][CH2:3][CH2:2][CH2:9][CH2:8]1.[Cl:1][C:2]1[C:3]([F:14])=[C:4]([CH:7]=[C:8]([C:10]([F:12])([F:13])[F:11])[CH:9]=1)[C:5]([O-:16])=[O:6] |f:1.2.3,4.5,9.10|. Procedure: To a solution of 3-chloro-2-fluoro-5-trifluoromethyl-benzaldehyde (23.0 g, 101.5 mmol) in DMF (110 ml) and CH2Cl2 (110 ml) was added potassium peroxomonosulfate (62.4 g, 101.5 mmol, 1.0 equiv.) whereupon the temperature rose from 25 to 34° C. The white suspension was stirred for 2.5 h, the white solid was filtered off, the filter cake was washed with CH2Cl2 (50 ml) and the solvent was removed under vacuum. The obtained residue was dissolved in TBME (240 ml) and the pH was adjusted to 14 upon add... The reactants are OC=1C=CC=C2C=CC(=CC12)C(=O)OCC (ethyl 8-hydroxy-2-naphthylformate), S(=O)(=O)(OC)OC (dimethyl sulfate), C([O-])([O-])=O.[K+].[K+] (potassium carbonate). The reagents and catalysts are CC(=O)C (acetone). Product: COC=1C=CC=C2C=CC(=CC12)C(=O)OCC (ethyl 8-methoxy-2-naphthylformate). As a reaction SMILES: [OH:1][C:2]1[CH:3]=[CH:4][CH:5]=[C:6]2[C:11]=1[CH:10]=[C:9]([C:12]([O:14][CH2:15][CH3:16])=[O:13])[CH:8]=[CH:7]2.S(OC)(O[CH3:21])(=O)=O.C(=O)([O-])[O-].[K+].[K+]>CC(C)=O>[CH3:21][O:1][C:2]1[CH:3]=[CH:4][CH:5]=[C:6]2[C:11]=1[CH:10]=[C:9]([C:12]([O:14][CH2:15][CH3:16])=[O:13])[CH:8]=[CH:7]2 |f:2.3.4|. Reported procedure: A solution of 216 mg of ethyl 8-hydroxy-2-naphthylformate (from Preparation 9) in 15 ml of acetone containing six drops of dimethyl sulfate and 150 mg of potassium carbonate was stirred at 25° C. for twenty-four hours. The reaction solvent was removed and the product was dissolved in ethyl acetate, washed with 5% hydrochloric acid and with brine, dried and concentrated to give 200 mg of ethyl 8-methoxy-2-naphthylformate. Starting materials: CCCCCBr, OCCCCCO, CN(C)C=O, Cl, [H-], [Na+]. The product is CCCCCOCCCCCO. RXN SMILES: [Br:3][CH2:4][CH2:5][CH2:6][CH2:7][CH3:8].[CH2:9]([CH2:10][CH2:11][CH2:12][CH2:13][OH:14])[OH:15].[CH3:17][N:18]([CH3:19])[CH:20]=[O:21].[ClH:16].[H-:1].[Na+:2]>>[CH2:4]([CH2:5][CH2:6][CH2:7][CH3:8])[O:14][CH2:13][CH2:12][CH2:11][CH2:10][CH2:9][OH:15]. The reactants are Cl, C1COCCO1, CCC1(CC)c2cc(C(N)=O)ccc2CC(OC)C1NC(=O)OC(C)c1ccccc1. Yields the product Cl, CCC1(CC)c2cc(C(N)=O)ccc2CC(OC)C1N. RXN SMILES: [ClH:32].[O:33]1[CH2:34][CH2:35][O:36][CH2:37][CH2:38]1.[c:1]1([CH:2]([O:3][C:4](=[O:5])[NH:11][CH:12]2[C:13]([CH2:27][CH3:28])([CH2:29][CH3:30])[c:14]3[cH:15][c:16]([C:24]([NH2:25])=[O:26])[cH:17][cH:18][c:19]3[CH2:20][CH:21]2[O:22][CH3:23])[CH3:6])[cH:7][cH:8][cH:9][cH:10][cH:31]1>>[ClH:32].[NH2:11][CH:12]1[C:13]([CH2:27][CH3:28])([CH2:29][CH3:30])[c:14]2[cH:15][c:16]([C:24]([NH2:25])=[O:26])[cH:17][cH:18][c:19]2[CH2:20][CH:21]1[O:22][CH3:23]. The reactants are N(=O)[O-].[Na+] (sodium nitrite), Cl.N(N)C1=CC=C(C=C1)C=1C(NC(NN1)=O)C (6-(4-hydrazinophenyl)-5-methyl-4,5-dihydro-1,2,4-triazin-3(2H)-one hydrochloride), Cl (hydrochloric acid). Run in O (water), O (water). Conditions: time 30 minute. The product is N(=[N+]=[N-])C1=CC=C(C=C1)C=1C(NC(NN1)=O)C (6-(4-azidophenyl)-5-methyl-4,5-dihydro-1,2,4-triazin-3(2H)-one). The yield is 67.6%. RXN SMILES: [N:1]([O-])=O.[Na+].Cl.[NH:6]([C:8]1[CH:13]=[CH:12][C:11]([C:14]2[CH:15]([CH3:21])[NH:16][C:17](=[O:20])[NH:18][N:19]=2)=[CH:10][CH:9]=1)[NH2:7].Cl>O>[N:6]([C:8]1[CH:9]=[CH:10][C:11]([C:14]2[CH:15]([CH3:21])[NH:16][C:17](=[O:20])[NH:18][N:19]=2)=[CH:12][CH:13]=1)=[N+:7]=[N-:1] |f:0.1,2.3|. Reported procedure: A solution of sodium nitrite (0.3 g) in water (2 ml) was added dropwise to a solution of 6-(4-hydrazinophenyl)-5-methyl-4,5-dihydro-1,2,4-triazin-3(2H)-one hydrochloride (0.92 g) in a mixture of 1N-hydrochloric acid (3 ml) and water (20 ml) under ice cooling. After stirring for 30 minutes, the resultant precipitates were collected by filtration and washed successively with water, methanol and diisopropyl ether to give 0.56 g of 6-(4-azidophenyl)-5-methyl-4,5-dihydro-1,2,4-triazin-3(2H)-one. The reactants are ClC(=O)OCC1=CC=CC=C1 (benzyl chloroformate), C(C)(C)(C)OC(=O)N1CC(CCC1)(C(CO)C)N (3-amino-3-(2-hydroxy-1-methylethyl)piperidine-1-carboxylic acid tert-butyl ester), C1(=CC=CC=C1)P(C1=CC=CC=C1)C1=CC=CC=C1 (triphenylphosphine), C([O-])(O)=O.[Na+] (sodium bicarbonate), C(Br)(Br)(Br)Br (carbon tetrabromide). The solvent is C(C)N(CC)CC (triethylamine), ClCCl (dichloromethane), C(C)N(CC)CC (triethylamine). Reaction conditions: time 1 hour. The product is C(C)(C)(C)OC(=O)N1CC2(C(CN2C(=O)OCC2=CC=CC=C2)C)CCC1 (3-methyl-1,6-diazaspiro[3,5]nonane-1,6-dicarboxylic acid 1-benzyl ester 6-tert-butyl ester). As a reaction SMILES: [C:1]([O:5][C:6]([N:8]1[CH2:13][CH2:12][CH2:11][C:10]([NH2:18])([CH:14]([CH3:17])[CH2:15]O)[CH2:9]1)=[O:7])([CH3:4])([CH3:3])[CH3:2].C1(P(C2C=CC=CC=2)C2C=CC=CC=2)C=CC=CC=1.C(Br)(Br)(Br)Br.Cl[C:44]([O:46][CH2:47][C:48]1[CH:53]=[CH:52][CH:51]=[CH:50][CH:49]=1)=[O:45].C(=O)(O)[O-].[Na+]>ClCCl.C(N(CC)CC)C>[C:1]([O:5][C:6]([N:8]1[CH2:13][CH2:12][CH2:11][C:10]2([N:18]([C:44]([O:46][CH2:47][C:48]3[CH:53]=[CH:52][CH:51]=[CH:50][CH:49]=3)=[O:45])[CH2:15][CH:14]2[CH3:17])[CH2:9]1)=[O:7])([CH3:4])([CH3:3])[CH3:2] |f:4.5|. Reported procedure: To a solution of an optically-active compound of 3-amino-3-(2-hydroxy-1-methylethyl)piperidine-1-carboxylic acid tert-butyl ester (12.9 g), triphenylphosphine (20.3 g) and triethylamine (21.6 ml) in dichloromethane (400 ml) cooled to 0° C. was added carbon tetrabromide (25.9 g) in small batches. The reaction mixture was stirred at room temperature for 1 hour, and the mixture was cooled to 4° C. Then, thereto were added triethylamine (10.8 ml) and benzyl chloroformate (10.3 ml), and the mixture w...